Dataset: the Open Reaction Database (ORD), a public repository of structured organic reaction records. Task: describe an organic reaction: reactants, conditions, products, and yield Procedure: Diethylamine (0.26 g, 2.67 mmol) was added a mixture of 2-(6-[N,N-bis(tert-butoxycarbonyl)amino]-4-methyl-pyridin-3-ylmethyl)-malonic acid monoethyl ester (1.0 g, 2.2 mmol) and 37% aq. solution of formaldehyde (0.24 g, 3.00 mmol) in methylene chloride (2 mL) at 0° C. The mixture was stirred for 16 h at room temperature and ethyl acetate was added. The organic layer was washed with water and 5% NaHCO3 and dried. Concentration under reduced pressure followed by flash chromatography (toluene/ethyl ... Yield: 87.6%. Reactants: C(C)NCC (Diethylamine), C(C)(=O)OCC (ethyl acetate), C(C)OC(C(C(=O)O)CC=1C=NC(=CC1C)N(C(=O)OC(C)(C)C)C(=O)OC(C)(C)C)=O (2-(6-[N,N-bis(tert-butoxycarbonyl)amino]-4-methyl-pyridin-3-ylmethyl)-malonic acid monoethyl ester), aq. solution, C=O (formaldehyde). As a reaction SMILES: C(NCC)C.[CH2:6]([O:8][C:9](=[O:37])[CH:10]([CH2:14][C:15]1[CH:16]=[N:17][C:18]([N:22]([C:30]([O:32][C:33]([CH3:36])([CH3:35])[CH3:34])=[O:31])[C:23]([O:25][C:26]([CH3:29])([CH3:28])[CH3:27])=[O:24])=[CH:19][C:20]=1[CH3:21])[C:11](O)=O)[CH3:7].C=O.C(OCC)(=O)C>C(Cl)Cl>[CH2:6]([O:8][C:9](=[O:37])[C:10]([CH2:14][C:15]1[CH:16]=[N:17][C:18]([N:22]([C:23]([O:25][C:26]([CH3:29])([CH3:28])[CH3:27])=[O:24])[C:30]([O:32][C:33]([CH3:36])([CH3:34])[CH3:35])=[O:31])=[CH:19][C:20]=1[CH3:21])=[CH2:11])[CH3:7]. Solvent: C(Cl)Cl (methylene chloride). Reaction conditions: time 16 hour. Product: C(C)OC(C(=C)CC=1C=NC(=CC1C)N(C(=O)OC(C)(C)C)C(=O)OC(C)(C)C)=O (2-(6-[N,N-bis(tert-butoxycarbonyl)amino]-4-methyl-pyridin-3-ylmethyl)-acrylic acid ethyl ester). Reactants: FC=1C(=C(C=CC1)[C@@H](C[C@@](C=O)(C(F)(F)F)O)CC)OC ((2R*,4R*)-4-(3-fluoro-2-methoxyphenyl)-2-hydroxy-2-(trifluoromethyl)hexanal), NC1=C2C=NC(=NC2=C(C=C1)F)C (5-amino-8-fluoro-2-methylquinazoline). Reagents/catalysts: [O-]CC.[O-]CC.[O-]CC.[O-]CC.[Ti+4] (titanium tetraethoxide). The product is FC=1C(=C(C=CC1)[C@@H](C[C@](C=NC1=C2C=NC(=NC2=C(C=C1)F)C)(O)C(F)(F)F)CC)OC ((2R*,4R*)-4-(3-fluoro-2-methoxyphenyl)-1-[(8-fluoro-2-methylquinazolin-5-yl)imino]-2-(trifluoromethyl)hexan-2-ol). Reaction SMILES: [F:1][C:2]1[C:3]([O:20][CH3:21])=[C:4]([C@H:8]([CH2:18][CH3:19])[CH2:9][C@:10]([OH:17])([C:13]([F:16])([F:15])[F:14])[CH:11]=O)[CH:5]=[CH:6][CH:7]=1.[NH2:22][C:23]1[CH:32]=[CH:31][C:30]([F:33])=[C:29]2[C:24]=1[CH:25]=[N:26][C:27]([CH3:34])=[N:28]2>[O-]CC.[O-]CC.[O-]CC.[O-]CC.[Ti+4]>[F:1][C:2]1[C:3]([O:20][CH3:21])=[C:4]([C@H:8]([CH2:18][CH3:19])[CH2:9][C@@:10]([C:13]([F:14])([F:15])[F:16])([OH:17])[CH:11]=[N:22][C:23]2[CH:32]=[CH:31][C:30]([F:33])=[C:29]3[C:24]=2[CH:25]=[N:26][C:27]([CH3:34])=[N:28]3)[CH:5]=[CH:6][CH:7]=1 |f:2.3.4.5.6|. Reported procedure: In the same way as in Example 29,123 mg (0.40 mmol) of (2R*,4R*)-4-(3-fluoro-2-methoxyphenyl)-2-hydroxy-2-(trifluoromethyl)hexanal, 72 mg (0.60 mmol) of 5-amino-8-fluoro-2-methylquinazoline and 0.22 ml of titanium tetraethoxide are reacted to give (2R*,4R*)-4-(3-fluoro-2-methoxyphenyl)-1-[(8-fluoro-2-methylquinazolin-5-yl)imino]-2-(trifluoromethyl)hexan-2-ol. 170 mg of crude imine are cyclized in the same way as in Example 29 at −30° C. with 2.8 ml (2.8 mmol) of 1 M boron tribromide solution to ... The reactants are COc1ccc(CC(=O)O)c(C(=O)O)c1, CC(=O)Cl, CC(C)=O. Yields the product COc1ccc2c(c1)C(=O)OC(=O)C2. RXN SMILES: [C:1](=[O:2])([OH:3])[CH2:4][c:5]1[c:6]([C:7](=[O:8])[OH:9])[cH:10][c:11]([O:14][CH3:15])[cH:12][cH:13]1.[CH3:16][C:17](=[O:18])[Cl:19].[CH3:20][C:21](=[O:22])[CH3:23]>>[C:1]1(=[O:2])[CH2:4][c:5]2[c:6]([cH:10][c:11]([O:14][CH3:15])[cH:12][cH:13]2)[C:7](=[O:9])[O:8]1. Reactants: C(C1C(C(=O)[O-])CCC=C1)(=O)[O-].[Na+].[Na+] (disodium tetrahydrophthalate), anhydride, C(=O)(O)CN(C(C1=C(C(=O)O)CCCC1)=O)CP(=O)(O)O (N-carboxymethyl-N-phosphonomethyl-3,4,5,6-tetrahydrophthalamic acid), C1(C2=C(C(=O)O1)CCCC2)=O (3,4,5,6-tetrahydrophthalic anhydride), [OH-].[Na+] (sodium hydroxide), C1=CC(=CC=C1N=NC2C(=NN(C2=O)C3=CC=C(C=C3)S(=O)(=O)[O-])C(=O)[O-])S(=O)(=O)[O-].[Na+].[Na+].[Na+] (trisodium salt). Reaction conditions: time 8 hour. The product is [Na][Na] (disodium), P(=O)(O)(O)CNCC(=O)O (N-phosphonomethylglycine). RXN SMILES: C1(=O)OC(=O)C2CCCCC1=2.[OH-].[Na+:13].C([O-])(=O)C1C=CCCC1C([O-])=O.[Na+:26].[Na+].C1C(N=NC2C(=O)N(C3C=CC(S([O-])(=O)=O)=CC=3)N=C2C([O-])=O)=CC=C(S([O-])(=O)=O)C=1.[Na+].[Na+].[Na+].[C:62]([CH2:65][N:66]([CH2:78][P:79]([OH:82])([OH:81])=[O:80])C(=O)C1CCCCC=1C(O)=O)([OH:64])=[O:63]>>[Na:13][Na:26].[P:79]([CH2:78][NH:66][CH2:65][C:62]([OH:64])=[O:63])([OH:82])([OH:81])=[O:80] |f:1.2,3.4.5,6.7.8.9|. Reported procedure: The disodium salt of N-phosphonomethylglycine is prepared as described in Example III. The salt solution is stirred while 8.5 grams of 3,4,5,6-tetrahydrophthalic anhydride is added, along with sodium hydroxide to maintain the pH above 8. The reaction mixture is rotated overnight, after which a further 1.0 gram of anhydride is added and the reaction mixture stirred to completion. The mixture is filtered to yield a pink solution containing some disodium tetrahydrophthalate as a by-product. The rea...